Dataset: the Open Reaction Database (ORD), a public repository of structured organic reaction records. Task: describe an organic reaction: reactants, conditions, products, and yield Reactants: CC(C)(C)P(C(C)(C)C)C(C)(C)C, C#Cc1cncc(C#N)c1, C1COCCO1, COC(=O)c1cc(Br)ccc1F, CCN(C(C)C)C(C)C, [Cu]I. Yields the product COC(=O)c1cc(C#Cc2cncc(C#N)c2)ccc1F. RXN SMILES: [C:1]([P:2]([C:3]([CH3:4])([CH3:5])[CH3:6])[C:7]([CH3:8])([CH3:9])[CH3:10])([CH3:11])([CH3:12])[CH3:13].[C:35](#[CH:36])[c:37]1[cH:38][n:39][cH:40][c:41]([C:42]#[N:43])[cH:44]1.[CH2:45]1[O:46][CH2:47][CH2:48][O:49][CH2:50]1.[CH3:23][O:24][C:25]([c:26]1[c:27]([F:33])[cH:28][cH:29][c:30]([Br:32])[cH:31]1)=[O:34].[CH:14]([N:15]([CH:16]([CH3:17])[CH3:18])[CH2:19][CH3:20])([CH3:21])[CH3:22].[Cu:51][I:52]>>[CH3:23][O:24][C:25]([c:26]1[c:27]([F:33])[cH:28][cH:29][c:30]([C:36]#[C:35][c:37]2[cH:38][n:39][cH:40][c:41]([C:42]#[N:43])[cH:44]2)[cH:31]1)=[O:34].